Task: describe an organic reaction: reactants, conditions, products, and yield. Dataset: the Open Reaction Database (ORD), a public repository of structured organic reaction records Starting materials: [H-].[Na+] (sodium hydride), ClC=1N=CC=2NC(C3(CN(C2N1)C(C)C)CC3)=O (2′-chloro-9′-isopropyl-8′,9′-dihydrospiro[cyclopropane-1,7′-pyrimido[5,4-b][1,4]diazepin]-6′(5′H)-one), ClC=1N=CC=2NC(C3(CN(C2N1)C(C)C)CC3)=O (2′-chloro-9′-isopropyl-8′,9′-dihydrospiro[cyclopropane-1,7′-pyrimido[5,4-b][1,4]diazepin]-6′(5′H)-one), CI (methyl iodide). The solvent is CC(=O)N(C)C (DMA), C(Cl)Cl (DCM). Run at time 30 minute. Yields the product ClC=1N=CC=2N(C(C3(CN(C2N1)C(C)C)CC3)=O)C (2′-chloro-9′-isopropyl-5′-methyl-8′,9′-dihydrospiro[cyclopropane-1,7′-pyrimido[5,4-b][1,4]diazepin]-6′(5′H)-one). The yield is 69.9%. RXN SMILES: [Cl:1][C:2]1[N:3]=[CH:4][C:5]2[NH:6][C:7](=[O:18])[C:8]3([CH2:17][CH2:16]3)[CH2:9][N:10]([CH:13]([CH3:15])[CH3:14])[C:11]=2[N:12]=1.[CH3:19]I.[H-].[Na+]>CC(N(C)C)=O.C(Cl)Cl>[Cl:1][C:2]1[N:3]=[CH:4][C:5]2[N:6]([CH3:19])[C:7](=[O:18])[C:8]3([CH2:16][CH2:17]3)[CH2:9][N:10]([CH:13]([CH3:15])[CH3:14])[C:11]=2[N:12]=1 |f:2.3|. Procedure: To a solution of 2′-chloro-9′-isopropyl-8′,9′-dihydrospiro[cyclopropane-1,7′-pyrimido[5,4-b][1,4]diazepin]-6′(5′H)-one (Intermediate 209; 5.055 g, 19 mmol) in DMA (300 mL) was added methyl iodide (1.305 mL, 20.9 mmol), followed by sodium hydride (60% mineral oil dispersion; 814 mg, 20.33 mmol). The mixture was stirred at room temperature for 30 minutes. The DMA was removed in vacuo, then water (50 mL) was added. The product precipitated as a sticky gum, which turned into a solid on sonication. T...